This data is from the Open Reaction Database (ORD), a public repository of structured organic reaction records. The task is: describe an organic reaction: reactants, conditions, products, and yield Starting materials: O=S1(CCN(CC1)CCCNC[C@]12[C@@H]([C@H]3CC[C@@H]4[C@]5(CC=C(C([C@@H]5CC[C@]4([C@@]3(CC1)C)C)(C)C)C1=CC3(CC(C3)(C(=O)OC(C)C)C(=O)OC(C)C)C1)C)[C@@H](CC2)C(=C)C)=O (diisopropyl 6-((1R,3aS,5aR,5bR,7aR,11aS,11bR,13aR,13bR)-3a-(((3-(1,1-dioxidothiomorpholino)propyl)amino)methyl)-5a,5b,8,8,11a-pentamethyl-1-(prop-1-en-2-yl)-2,3,3a,4,5,5a,5b,6,7,7a,8,11,11a,11b,12,13,13a,13b-octadecahydro-1H-cyclopenta[a]chrysen-9-yl)spiro[3.3]hept-5-ene-2,2-dicarboxylate), [OH-].[Na+] (NaOH). Run in O1CCOCC1 (dioxane), CO (MeOH). Conditions: temperature 50 celsius, time 12 hour. Product: O=S1(CCN(CC1)CCCNC[C@]12[C@@H]([C@H]3CC[C@@H]4[C@]5(CC=C(C([C@@H]5CC[C@]4([C@@]3(CC1)C)C)(C)C)C1=CC3(CC(C3)(C(=O)O)C(=O)O)C1)C)[C@@H](CC2)C(=C)C)=O (6-((1R,3aS,5aR,5bR,7aR,11aS,11bR,13aR,13bR)-3a-(((3-(1,1-dioxidothiomorpholino)propyl)amino)methyl)-5a,5b,8,8,11a-pentamethyl-1-(prop-1-en-2-yl)-2,3,3a,4,5,5a,5b,6,7,7a,8,11,11a,11b,12,13,13a,13b-octadecahydro-1H-cyclopenta[a]chrysen-9-yl)spiro[3.3]hept-5-ene-2,2-dicarboxylic acid). Yield: 2.5%. Reaction SMILES: [O:1]=[S:2]1(=[O:61])[CH2:7][CH2:6][N:5]([CH2:8][CH2:9][CH2:10][NH:11][CH2:12][C@:13]23[CH2:57][CH2:56][C@@H:55]([C:58]([CH3:60])=[CH2:59])[C@@H:14]2[C@@H:15]2[C@@:28]([CH3:31])([CH2:29][CH2:30]3)[C@@:27]3([CH3:32])[C@@H:18]([C@:19]4([CH3:54])[C@@H:24]([CH2:25][CH2:26]3)[C:23]([CH3:34])([CH3:33])[C:22]([C:35]3[CH2:53][C:37]5([CH2:40][C:39]([C:47]([O:49]C(C)C)=[O:48])([C:41]([O:43]C(C)C)=[O:42])[CH2:38]5)[CH:36]=3)=[CH:21][CH2:20]4)[CH2:17][CH2:16]2)[CH2:4][CH2:3]1.[OH-].[Na+]>O1CCOCC1.CO>[O:61]=[S:2]1(=[O:1])[CH2:7][CH2:6][N:5]([CH2:8][CH2:9][CH2:10][NH:11][CH2:12][C@:13]23[CH2:57][CH2:56][C@@H:55]([C:58]([CH3:60])=[CH2:59])[C@@H:14]2[C@@H:15]2[C@@:28]([CH3:31])([CH2:29][CH2:30]3)[C@@:27]3([CH3:32])[C@@H:18]([C@:19]4([CH3:54])[C@@H:24]([CH2:25][CH2:26]3)[C:23]([CH3:34])([CH3:33])[C:22]([C:35]3[CH2:53][C:37]5([CH2:38][C:39]([C:41]([OH:43])=[O:42])([C:47]([OH:49])=[O:48])[CH2:40]5)[CH:36]=3)=[CH:21][CH2:20]4)[CH2:17][CH2:16]2)[CH2:4][CH2:3]1 |f:1.2|. Procedure: To a solution of diisopropyl 6-((1R,3aS,5aR,5bR,7aR,11aS,11bR,13aR,13bR)-3a-(((3-(1,1-dioxidothiomorpholino)propyl)amino)methyl)-5a,5b,8,8,11a-pentamethyl-1-(prop-1-en-2-yl)-2,3,3a,4,5,5a,5b,6,7,7a,8,11,11a,11b,12,13,13a,13b-octadecahydro-1H-cyclopenta[a]chrysen-9-yl)spiro[3.3]hept-5-ene-2,2-dicarboxylate (90 mg, 0.104 mmol) in dioxane (3 mL) and MeOH (2 mL) was added 1N NaOH (2 mL, 2 mmol). The mixture was stirred at 50° C. for 12 h. The crude product was purified by preparative HPLC using meth... The reactants are CC#N, OCC1CCCCC1, COc1ccc(CN(Cc2ccc(OC)cc2)c2nc(N)nc(OCC3CCCCC3)c2C=O)cc1, O=C(O)C(F)(F)F. Product: COc1ccc(CNc2nc(N)nc(OCC3CCCCC3)c2C=O)cc1. Reaction SMILES: [CH3:45][C:46]#[N:47].[CH:37]1([CH2:38][OH:39])[CH2:40][CH2:41][CH2:42][CH2:43][CH2:44]1.[NH2:1][c:2]1[n:3][c:4]([N:18]([CH2:19][c:20]2[cH:21][cH:22][c:23]([O:26][CH3:27])[cH:24][cH:25]2)[CH2:28][c:29]2[cH:30][cH:31][c:32]([O:33][CH3:34])[cH:35][cH:36]2)[c:5]([CH:16]=[O:17])[c:6]([O:8][CH2:9][CH:10]2[CH2:11][CH2:12][CH2:13][CH2:14][CH2:15]2)[n:7]1.[OH:48][C:49]([C:50]([F:51])([F:52])[F:53])=[O:54]>>[NH2:1][c:2]1[n:3][c:4]([NH:18][CH2:19][c:20]2[cH:21][cH:22][c:23]([O:26][CH3:27])[cH:24][cH:25]2)[c:5]([CH:16]=[O:17])[c:6]([O:8][CH2:9][CH:10]2[CH2:11][CH2:12][CH2:13][CH2:14][CH2:15]2)[n:7]1.